From a dataset of the Open Reaction Database (ORD), a public repository of structured organic reaction records. describe an organic reaction: reactants, conditions, products, and yield The reactants are C(CCC)N(C1=CC(=C(C=C1)C=CC=CC=O)OC)CCCC (5-(4-dibutylamino-2-methoxyphenyl)-2,4-pentadienal), C(#N)C=1C(OC(C1C)(C(F)(F)F)C)=C(C#N)C#N (2-(3-cyano-4,5-dimethyl-5-trifluoromethyl-2(5H)-furanylidene) propanedinitrile). The solvent is C(C)O (ethanol). Conditions: temperature 50 celsius. Product: C(CCC)N(C1=CC(=C(C=C1)C=CC=CC=CC1=C(C(OC1(C(F)(F)F)C)=C(C#N)C#N)C#N)OC)CCCC (2-[4-[6-(4-dibutylamino-2-methoxyphenyl)-1,3,5-hexatrienyl]-3-cyano-5-methyl-5-trifluoromethyl-2(5H)-furanylidene]propanedinitrile). The yield is 82.8%. As a reaction SMILES: [CH2:1]([N:5]([CH2:20][CH2:21][CH2:22][CH3:23])[C:6]1[CH:11]=[CH:10][C:9]([CH:12]=[CH:13][CH:14]=[CH:15][CH:16]=O)=[C:8]([O:18][CH3:19])[CH:7]=1)[CH2:2][CH2:3][CH3:4].[C:24]([C:26]1[C:27](=[C:37]([C:40]#[N:41])[C:38]#[N:39])[O:28][C:29]([CH3:36])([C:32]([F:35])([F:34])[F:33])[C:30]=1[CH3:31])#[N:25]>C(O)C>[CH2:1]([N:5]([CH2:20][CH2:21][CH2:22][CH3:23])[C:6]1[CH:11]=[CH:10][C:9]([CH:12]=[CH:13][CH:14]=[CH:15][CH:16]=[CH:31][C:30]2[C:29]([CH3:36])([C:32]([F:35])([F:33])[F:34])[O:28][C:27](=[C:37]([C:40]#[N:41])[C:38]#[N:39])[C:26]=2[C:24]#[N:25])=[C:8]([O:18][CH3:19])[CH:7]=1)[CH2:2][CH2:3][CH3:4]. Procedure: To 5 ml of ethanol were added 130 mg (0.41 mmol) of 5-(4-dibutylamino-2-methoxyphenyl)-2,4-pentadienal and 115 mg (0.45 mmol) of 2-(3-cyano-4,5-dimethyl-5-trifluoromethyl-2(5H)-furanylidene) propanedinitrile, and the mixture was stirred with heating at 50° C. for 2 hours. The precipitate was separated by filtration and purified by silica gel column chromatography to give 187 mg of a greenish brown crystal (yield: 82.5%; mp: 168-172° C.) Reactants: ClC1=C(C=NC2=CC(=C(C=C12)OC)OC)C#N (4-chloro-6,7-dimethoxy-3-quinolinecarbonitrile), FC=1C=C(N)C=CC1 (3-fluoroaniline), C(C)OC(C)O (ethoxyethanol). The solvent is N1=CC=CC=C1 (pyridine). Product: FC=1C=C(C=CC1)NC1=C(C=NC2=CC(=C(C=C12)OC)OC)C#N (4-[(3-Fluorophenyl)amino]-6,7-dimethoxy-3-quinolinecarbonitrile). Reaction SMILES: Cl[C:2]1[C:11]2[C:6](=[CH:7][C:8]([O:14][CH3:15])=[C:9]([O:12][CH3:13])[CH:10]=2)[N:5]=[CH:4][C:3]=1[C:16]#[N:17].[F:18][C:19]1[CH:20]=[C:21]([CH:23]=[CH:24][CH:25]=1)[NH2:22].C(OC(O)C)C>N1C=CC=CC=1>[F:18][C:19]1[CH:20]=[C:21]([NH:22][C:2]2[C:11]3[C:6](=[CH:7][C:8]([O:14][CH3:15])=[C:9]([O:12][CH3:13])[CH:10]=3)[N:5]=[CH:4][C:3]=2[C:16]#[N:17])[CH:23]=[CH:24][CH:25]=1. Reported procedure: A mixture of 1.00 g of 4-chloro-6,7-dimethoxy-3-quinolinecarbonitrile, 0.89 g of 3-fluoroaniline, 0.32 ml of pyridine, and 12 ml of ethoxyethanol was stirred at reflux temperature for 4 h. The mixture was cooled and partitioned with dichloromethane and aqueous sodium bicarbonate. The organic layer was washed with water, dried and evaporated. The residue was recrystallized from ethyl acetate to give a solid, mp 226-230° C. The reactants are CN1C=NC=C1 (1-methylimidazole), ClCCCC1=CC=CC=C1 (1-chloro-3-phenylpropane). Reaction conditions: temperature 70 celsius, time 1 day. The product is [Cl-].C1(=CC=CC=C1)CCC[N+]1=CN(C=C1)C (1-(3-phenylpropyl)-3-methylimidazolium chloride). The yield is 99.0%. Reaction SMILES: [CH3:1][N:2]1[CH:6]=[CH:5][N:4]=[CH:3]1.[Cl:7][CH2:8][CH2:9][CH2:10][C:11]1[CH:16]=[CH:15][CH:14]=[CH:13][CH:12]=1>>[Cl-:7].[C:11]1([CH2:10][CH2:9][CH2:8][N+:4]2[CH:5]=[CH:6][N:2]([CH3:1])[CH:3]=2)[CH:16]=[CH:15][CH:14]=[CH:13][CH:12]=1 |f:2.3|. Procedure details: 0.15 mole of 1-methylimidazole and 0.125 mole of 1-chloro-3-phenylpropane were introduced into a 100 mL round bottom flask and stirred at 70° C. for one day to obtain 1-(3-phenylpropyl)-3-methylimidazolium chloride (yield 99%). Starting materials: Cl (HCl), [OH-].[Na+] (NaOH), BrC=1C=C(C=CC1)C1OCCCO1 (2-(3-bromophenyl)-1,3-dioxane), CC1CNCC(O1)C (2,6-dimethylmorpholine), CC(C)(C)[O-].[Na+] (NaOt-Bu). The reagents and catalysts are C=1C=CC(=CC1)/C=C/C(=O)/C=C/C2=CC=CC=C2.C=1C=CC(=CC1)/C=C/C(=O)/C=C/C2=CC=CC=C2.C=1C=CC(=CC1)/C=C/C(=O)/C=C/C2=CC=CC=C2.[Pd].[Pd] (Pd2(dba)3), C=1C=CC(=CC1)P(C=2C=CC=CC2)C3=CC=C4C=CC=CC4=C3C5=C6C=CC=CC6=CC=C5P(C=7C=CC=CC7)C=8C=CC=CC8 (BINAP). Solvent: C1(=CC=CC=C1)C (toluene). Product: CC1OC(CN(C1)C=1C=C(C=O)C=CC1)C (3-(2,6-dimethylmorpholino)benzaldehyde). The yield is 75.4%. RXN SMILES: Br[C:2]1[CH:3]=[C:4]([CH:8]2[O:13]CCCO2)[CH:5]=[CH:6][CH:7]=1.[CH3:14][CH:15]1[O:20][CH:19]([CH3:21])[CH2:18][NH:17][CH2:16]1.CC([O-])(C)C.[Na+].Cl.[OH-].[Na+]>C1(C)C=CC=CC=1.C1C=CC(/C=C/C(/C=C/C2C=CC=CC=2)=O)=CC=1.C1C=CC(/C=C/C(/C=C/C2C=CC=CC=2)=O)=CC=1.C1C=CC(/C=C/C(/C=C/C2C=CC=CC=2)=O)=CC=1.[Pd].[Pd].C1C=CC(P(C2C(C3C(P(C4C=CC=CC=4)C4C=CC=CC=4)=CC=C4C=3C=CC=C4)=C3C(C=CC=C3)=CC=2)C2C=CC=CC=2)=CC=1>[CH3:21][CH:19]1[CH2:18][N:17]([C:2]2[CH:3]=[C:4]([CH:5]=[CH:6][CH:7]=2)[CH:8]=[O:13])[CH2:16][CH:15]([CH3:14])[O:20]1 |f:2.3,5.6,8.9.10.11.12|. Procedure details: A mixture containing 2-(3-bromophenyl)-1,3-dioxane (136; 2.0 g, 8.23 mmol), 2,6-dimethylmorpholine (122; 1.14 g, 9.88 mmol), Pd2(dba)3 (50 mg), NaOt-Bu (1.39 g, 14.0 mmol) and BINAP (100 mg) in 20 mL of toluene was stirred at reflux for 5 h. Upon cooling to room temperature, enough cold 1N HCl (50 mL) was added to adjust the pH The resulting reaction mixture was stirred at room temperature for 1 h. NaOH(aq) was added to adjust the pH=11. The aqueous mixture was extracted with CH2Cl2 (3×50 mL). T... Starting materials: [Cu], Cc1ccc(I)cc1, O=[N+]([O-])c1cc([N+](=O)[O-])c(Cl)c([N+](=O)[O-])c1. The product is Cc1ccc(-c2c([N+](=O)[O-])cc([N+](=O)[O-])cc2[N+](=O)[O-])cc1. RXN SMILES: [Cu:25].[I:1][c:2]1[cH:3][cH:4][c:5]([CH3:8])[cH:6][cH:7]1.[c:9]1([Cl:24])[c:10]([N+:11](=[O:12])[O-:13])[cH:14][c:15]([N+:16](=[O:17])[O-:18])[cH:19][c:20]1[N+:21](=[O:22])[O-:23]>>[c:2]1(-[c:9]2[c:10]([N+:11](=[O:12])[O-:13])[cH:14][c:15]([N+:16](=[O:17])[O-:18])[cH:19][c:20]2[N+:21](=[O:22])[O-:23])[cH:3][cH:4][c:5]([CH3:8])[cH:6][cH:7]1.